This data is from the Open Reaction Database (ORD), a public repository of structured organic reaction records. The task is: describe an organic reaction: reactants, conditions, products, and yield Starting materials: C(C)(C)(C)C1=C(C(=CC=C1)C(C)(C)C)O (2,6-di-tert-butyl-phenol). Reagents/catalysts: [Rh] (rhodium on carbon). The solvent is CO (methanol). The product is C(C)(C)(C)C1C(C(CCC1)C(C)(C)C)=O (2,6-di-tert-butyl-cyclohexanone). Isolated yield 97.0%. RXN SMILES: [C:1]([C:5]1[CH:10]=[CH:9][CH:8]=[C:7]([C:11]([CH3:14])([CH3:13])[CH3:12])[C:6]=1[OH:15])([CH3:4])([CH3:3])[CH3:2]>CO.[Rh]>[C:11]([CH:7]1[CH2:8][CH2:9][CH2:10][CH:5]([C:1]([CH3:4])([CH3:3])[CH3:2])[C:6]1=[O:15])([CH3:14])([CH3:13])[CH3:12]. Reported procedure: 500.0 g of 2,6-di-tert-butyl-phenol are hydrogenated in 1200 ml of methanol under 100 bar at 60° C. using 50 g of rhodium on carbon (5%) for 12 hours. The catalyst is filtered off and washed with ethanol. The solvent is distilled off under reduced pressure and the residue is distilled under high vacuum to leave 494.3 g (97% of theory) of 2,6-di-tert-butyl-cyclohexanone as a mixture of colourless crystals with a colourless liquid. Boiling point of the isomers: 63° C. (0.1 mbar) and 67° C. (0.08 m... Product: Cc1cc(=O)n(CCN2CCC(N(Cc3ccc4c(c3)OCCO4)C(=O)OC(C)(C)C)CC2)c2cc(OC3CC3)ccc12. As a reaction SMILES: [C:45]([O:46][BH-:47]([O:48][C:49](=[O:50])[CH3:51])[O:52][C:53](=[O:54])[CH3:55])(=[O:56])[CH3:57].[C:59](=[O:60])([O-:61])[OH:62].[CH3:68][C:69](=[O:70])[OH:71].[CH:1]1([O:4][c:5]2[cH:6][cH:7][c:8]3[c:9]([CH3:19])[cH:10][c:11](=[O:18])[n:12]([CH2:15][CH:16]=[O:17])[c:13]3[cH:14]2)[CH2:2][CH2:3]1.[CH:64]([Cl:65])([Cl:66])[Cl:67].[Cl:72][CH2:73][Cl:74].[Na+:58].[Na+:63].[O:20]1[CH2:21][CH2:22][O:23][c:24]2[c:25]1[cH:26][cH:27][c:28]([CH2:30][N:31]([C:32]([O:33][C:34]([CH3:35])([CH3:36])[CH3:37])=[O:38])[CH:39]1[CH2:40][CH2:41][NH:42][CH2:43][CH2:44]1)[cH:29]2>>[CH:1]1([O:4][c:5]2[cH:6][cH:7][c:8]3[c:9]([CH3:19])[cH:10][c:11](=[O:18])[n:12]([CH2:15][CH2:16][N:42]4[CH2:41][CH2:40][CH:39]([N:31]([CH2:30][c:28]5[cH:27][cH:26][c:25]6[c:24]([cH:29]5)[O:23][CH2:22][CH2:21][O:20]6)[C:32]([O:33][C:34]([CH3:35])([CH3:36])[CH3:37])=[O:38])[CH2:44][CH2:43]4)[c:13]3[cH:14]2)[CH2:2][CH2:3]1. The reactants are CC(=O)O[BH-](OC(C)=O)OC(C)=O, O=C([O-])O, CC(=O)O, Cc1cc(=O)n(CC=O)c2cc(OC3CC3)ccc12, ClC(Cl)Cl, ClCCl, [Na+], [Na+], CC(C)(C)OC(=O)N(Cc1ccc2c(c1)OCCO2)C1CCNCC1. Reactants: O=C(c1ncc[nH]1)c1ncc[nH]1, COc1cc(C(=O)O)nc(-c2cccc([N+](=O)[O-])c2)c1, Nc1nnn[nH]1. The product is COc1cc(C(=O)Nc2nnn[nH]2)nc(-c2cccc([N+](=O)[O-])c2)c1. RXN SMILES: [C:21]([c:22]1[nH:23][cH:24][cH:25][n:26]1)([c:27]1[nH:28][cH:29][cH:30][n:31]1)=[O:32].[CH3:1][O:2][c:3]1[cH:4][c:5]([C:18](=[O:19])[OH:20])[n:6][c:7](-[c:9]2[cH:10][c:11]([N+:15](=[O:16])[O-:17])[cH:12][cH:13][cH:14]2)[cH:8]1.[NH2:33][c:34]1[n:35][n:36][n:37][nH:38]1>>[CH3:1][O:2][c:3]1[cH:4][c:5]([C:18](=[O:20])[NH:33][c:34]2[nH:35][n:36][n:37][n:38]2)[n:6][c:7](-[c:9]2[cH:10][c:11]([N+:15](=[O:16])[O-:17])[cH:12][cH:13][cH:14]2)[cH:8]1. The reactants are CC(=O)c1cc(Br)ccc1O, CCO, O=CC1CCCCC1, [Na+], [Na+], O, O, O, O, O, O, O, O, O, OB1O[B-]2(O)OB(O)O[B-](O)(O1)O2. RXN SMILES: [Br:1][c:2]1[cH:3][cH:4][c:5]([OH:11])[c:6]([C:8]([CH3:9])=[O:10])[cH:7]1.[CH3:43][CH2:44][OH:45].[CH:12]1([CH:18]=[O:19])[CH2:13][CH2:14][CH2:15][CH2:16][CH2:17]1.[Na+:20].[Na+:21].[OH2:22].[OH2:23].[OH2:24].[OH2:25].[OH2:26].[OH2:27].[OH2:28].[OH2:29].[OH2:46].[OH:30][B:31]1[O:32][B-:33]2([OH:42])[O:34][B-:35]([OH:40])([O:36][B:37]([OH:39])[O:38]2)[O:41]1>>[Br:1][c:2]1[cH:3][cH:4][c:5]2[c:6]([cH:7]1)[C:8](=[O:10])[CH2:9][CH:18]([CH:12]1[CH2:13][CH2:14][CH2:15][CH2:16][CH2:17]1)[O:11]2. The product is O=C1CC(C2CCCCC2)Oc2ccc(Br)cc21. Starting materials: C(F)(F)(F)C(=O)O (CF3CO2H), C([C@H](CCO)O)O ((S)-(−)-1,2,4-butanetriol), C(C1=CC=CC=C1)=O (benzaldehyde), C(OC)(OC)OC (trimethyl orthoformate). Solvent: C(Cl)Cl (CH2Cl2). Conditions: time 24 hour. The product is C1(=CC=CC=C1)[C@H]1OCC[C@@H](O1)CO ((R)-2-Phenyl-(S)-4-hydroxymethyl-1,3dioxane). Yield: 90.0%. RXN SMILES: [CH2:1]([OH:7])[C@@H:2]([OH:6])[CH2:3][CH2:4][OH:5].[CH:8](=O)[C:9]1[CH:14]=[CH:13][CH:12]=[CH:11][CH:10]=1.C(OC)(OC)OC.C(C(O)=O)(F)(F)F>C(Cl)Cl>[C:9]1([C@@H:8]2[O:6][C@@H:2]([CH2:1][OH:7])[CH2:3][CH2:4][O:5]2)[CH:14]=[CH:13][CH:12]=[CH:11][CH:10]=1. Reported procedure: A sample of 2.60 g (20.6 mmol) of commercially available (Aldrich) (S)-(−)-1,2,4-butanetriol 5, benzaldehyde (3.47 mL, 29 mmol), and trimethyl orthoformate (3.74 mL, 29 mmol) was dissolved in 80 mL of CH2Cl2, and 1 mL of CF3CO2H was added. After the reaction mixture was stirred for 24 hours at room temperature, the reaction was quenched by the addition of NaOMe (20 mg), diluted with 100 mL of ether, and filtered. After the filtrate was concentrated under reduced pressure, the residue was purifie... The reactants are C=1(C(=CC=CC1)C)C (xylene), CN(C)C(C(=O)OCC)=C (ethyl N,N-dimethylaminoacrylate), C1(CC1)N (cyclopropylamine), ClC1=C(C(=O)Cl)C=C(C(=C1)Cl)F (2,4-dichloro-5-fluorobenzoyl chloride). The solvent is C(C)N(CC)CC (triethylamine), O (water), C(C)(=O)O (acetic acid). Run at temperature 70 celsius, time 2 hour. Product: C1(CC1)N1C=C(C(C2=CC(=C(C=C12)Cl)F)=O)C(=O)O (1-cyclopropyl-7-chloro-6-fluoro-1,4-dihydro-4-oxo-3-quinoline-carboxylic acid). Yield: 85.8%. As a reaction SMILES: C1(C)C(C)=CC=CC=1.CN([C:12](=[CH2:18])[C:13]([O:15]CC)=[O:14])C.Cl[C:20]1[CH:28]=[C:27]([Cl:29])[C:26]([F:30])=[CH:25][C:21]=1[C:22](Cl)=[O:23].[CH:31]1([NH2:34])[CH2:33][CH2:32]1>O.C(O)(=O)C.C(N(CC)CC)C>[CH:31]1([N:34]2[C:20]3[C:21](=[CH:25][C:26]([F:30])=[C:27]([Cl:29])[CH:28]=3)[C:22](=[O:23])[C:12]([C:13]([OH:15])=[O:14])=[CH:18]2)[CH2:33][CH2:32]1. Reported procedure: A mixture of 380 g of xylene (mixture of isomers), 110 g of ethyl N,N-dimethylaminoacrylate and 77.4 g of triethylamine was initially charged, and 160 g of 2,4-dichloro-5-fluorobenzoyl chloride were added dropwise at 70° C. over a period of 60 minutes. The mixture was subsequently stirred at 70° C. for 2 hours and cooled to room temperature. At room temperature, 51 g of acetic acid were then added, and the mixture was again heated to 70° C. At 70° C., 45 g of cyclopropylamine were then added dro... Reactants: CN1C2=CC=CC=C2C=2C(CCCC12)=O (1,2,3,9-tetrahydro-9-methyl-4H-carbazol-4-one), [Cl-].[Al+3].[Cl-].[Cl-] (aluminum chloride), [OH-].[Na+] (sodium hydroxide), CC=1NC=CN1 (2-methyl imidazole), CN(C)CN(C)C (N,N,N′,N′-tetramethyldiaminomethane). The solvent is ClCCl (dichloromethane), C(C)#N (acetonitrile). The product is CN1C2=CC=CC=C2C=2C(C(CCC12)CN1C(=NC=C1)C)=O (1,2,3,9-tetrahydro-9-methyl-3-[(2-methyl-1H-imidazole-1 -yl)methyl]-4H-carbazol-4-one). Yield: 55.0%. Reaction SMILES: [CH3:1][N:2]1[C:14]2[CH2:13][CH2:12][CH2:11][C:10](=[O:15])[C:9]=2[C:8]2[C:3]1=[CH:4][CH:5]=[CH:6][CH:7]=2.[CH3:16][C:17]1[NH:18][CH:19]=[CH:20][N:21]=1.[CH3:22]N(CN(C)C)C.[Cl-].[Al+3].[Cl-].[Cl-].[OH-].[Na+]>C(#N)C.ClCCl>[CH3:1][N:2]1[C:14]2[CH2:13][CH2:12][CH:11]([CH2:22][N:18]3[CH:19]=[CH:20][N:21]=[C:17]3[CH3:16])[C:10](=[O:15])[C:9]=2[C:8]2[C:3]1=[CH:4][CH:5]=[CH:6][CH:7]=2 |f:3.4.5.6,7.8|. Reported procedure: 2.0 g of 1,2,3,9-tetrahydro-9-methyl-4H-carbazol-4-one, 1.65 g of 2-methyl imidazole and 2 ml of N,N,N′,N′-tetramethyldiaminomethane were suspended in 30 ml of acetonitrile, and then 1.4 g of aluminum chloride was slowly added thereto. The reaction mixture was stirred under reflux for 10 hours. 150 ml dichloromethane and 50 ml of 1N aq. sodium hydroxide were added to the reaction mixture. The resulting organic layer was separated and dried over MgSO4, and then evaporated. The resulting solid was...